The task is: describe an organic reaction: reactants, conditions, products, and yield. This data is from the Open Reaction Database (ORD), a public repository of structured organic reaction records. Reactants: C(C(O)C(O)C(=O)O)(=O)O (tartaric acid), C(C)(=O)[O-].[Na+] (sodium acetate). The solvent is C(C)(=O)O (acetic acid). The product is C(=O)(O)C(O)C(O)C(=O)[O-].[Na+] (sodium hydrogen tartrate). Reaction SMILES: [C:1]([OH:10])(=[O:9])[CH:2]([CH:4]([C:6]([OH:8])=[O:7])[OH:5])[OH:3].C([O-])(=O)C.[Na+:15]>C(O)(=O)C>[C:6]([CH:4]([CH:2]([C:1]([O-:10])=[O:9])[OH:3])[OH:5])([OH:8])=[O:7].[Na+:15] |f:1.2,4.5|. Procedure: In reaction ii, sodium bisulfate is reacted with sodium acetate to produce sodium sulfate and solid acetic acid. In reaction iii., malic acid is reacted with sodium acetate to produce sodium hydrogen diglycolate and solid acetic acid. In reaction iv., fumaric acid is reacted with sodium acetate to produce sodium hydrogen fumarate and solid acetic acid. In reaction v., tartaric acid is reacted with sodium acetate to produce sodium hydrogen tartrate and solid acetic acid. In reaction vi., adipic a... Reactants: CC1=CC=C(C=C1)S(=O)(=O)N1CCC(CC1)C1=CC=C(C=O)C=C1 (4-[1-(4-methylphenylsulfonyl)piperidin-4-yl]benzaldehyde), O (water), [Br-].C(=O)(O)CCC[P+](C1=CC=CC=C1)(C1=CC=CC=C1)C1=CC=CC=C1 ((3-carboxypropyl)triphenylphosphonium bromide), CC(C)([O-])C.[K+] (potassium t-butoxide). Run in C1CCOC1 (THF), C1CCOC1 (THF). Run at temperature 60 celsius, time 10 minute. Product: CC1=CC=C(C=C1)S(=O)(=O)N1CCC(CC1)C1=CC=C(C=C1)CCCCC(=O)O (5-[4-[1-(4-methylphenylsulfonyl)piperidin-4-yl]phenyl]pentanoic acid). The yield is 87.0%. RXN SMILES: [Br-].[C:2]([CH2:5][CH2:6][CH2:7][P+](C1C=CC=CC=1)(C1C=CC=CC=1)C1C=CC=CC=1)([OH:4])=[O:3].[CH3:27]C(C)([O-])C.[K+].[CH3:33][C:34]1[CH:39]=[CH:38][C:37]([S:40]([N:43]2[CH2:48][CH2:47][CH:46]([C:49]3[CH:56]=[CH:55][C:52](C=O)=[CH:51][CH:50]=3)[CH2:45][CH2:44]2)(=[O:42])=[O:41])=[CH:36][CH:35]=1.O>C1COCC1>[CH3:33][C:34]1[CH:35]=[CH:36][C:37]([S:40]([N:43]2[CH2:48][CH2:47][CH:46]([C:49]3[CH:56]=[CH:55][C:52]([CH2:27][CH2:7][CH2:6][CH2:5][C:2]([OH:4])=[O:3])=[CH:51][CH:50]=3)[CH2:45][CH2:44]2)(=[O:41])=[O:42])=[CH:38][CH:39]=1 |f:0.1,2.3|. Procedure: To a suspension of (3-carboxypropyl)triphenylphosphonium bromide (16.5 g) in THF (170 ml) was added at room temperature potassium t-butoxide (8.63 g), and the mixture was stirred at 60° C. for 10 minutes and then cooled to room temperature. To the mixture was added a solution of 4-[1-(4-methylphenylsulfonyl)piperidin-4-yl]benzaldehyde (4.40 g) in THF (20 ml), and the mixture was stirred at 60° C. for 1 hour. To the mixture was added water (80 ml) and the mixture was extracted with toluene (80 ml... The reactants are ClC=1C=CC2=C(C(=NCC(N2)=S)C2=CC=CC=C2)C1 (7-chloro-1,3-dihydro-5-phenyl-2H-1,4-benzodiazepine-2-thione), O.NN (hydrazine hydrate). Run at time 72 hour. Yields the product ClC=1C=CC2=C(C(=NCC(=N2)NN)C2=CC=CC=C2)C1 (7-chloro-2-hydrazino-5-phenyl-3H-1,4-benzodiazepine). RXN SMILES: [Cl:1][C:2]1[CH:3]=[CH:4][C:5]2[NH:11][C:10](=S)[CH2:9][N:8]=[C:7]([C:13]3[CH:18]=[CH:17][CH:16]=[CH:15][CH:14]=3)[C:6]=2[CH:19]=1.O.[NH2:21][NH2:22]>>[Cl:1][C:2]1[CH:3]=[CH:4][C:5]2[N:11]=[C:10]([NH:21][NH2:22])[CH2:9][N:8]=[C:7]([C:13]3[CH:18]=[CH:17][CH:16]=[CH:15][CH:14]=3)[C:6]=2[CH:19]=1 |f:1.2|. Procedure: A mixture of 7-chloro-1,3-dihydro-5-phenyl-2H-1,4-benzodiazepine-2-thione and hydrazine hydrate is allowed to stand for 72 hours at about 25° C. After evaporation of the ethanol, the solid products obtained are recrystallized from methylene chloride-benzene to give 7-chloro-2-hydrazino-5-phenyl-3H-1,4-benzodiazepine of melting point 204°-207° C. The reactants are N#Cc1ccc(C(=O)Cl)cc1, COC(=O)CNc1ccc(CCN)cc1, O=S(=O)(O)O. Yields the product COC(=O)CNc1ccc(CCNC(=O)c2ccc(C#N)cc2)cc1. RXN SMILES: [C:21](#[N:22])[c:23]1[cH:24][cH:25][c:26]([C:27](=[O:28])[Cl:29])[cH:30][cH:31]1.[CH3:6][O:7][C:8]([CH2:9][NH:10][c:11]1[cH:12][cH:13][c:14]([CH2:17][CH2:18][NH2:19])[cH:15][cH:16]1)=[O:20].[S:1]([OH:2])([OH:3])(=[O:4])=[O:5]>>[CH3:6][O:7][C:8]([CH2:9][NH:10][c:11]1[cH:12][cH:13][c:14]([CH2:17][CH2:18][NH:19][C:27]([c:26]2[cH:25][cH:24][c:23]([C:21]#[N:22])[cH:31][cH:30]2)=[O:28])[cH:15][cH:16]1)=[O:20]. The reactants are Cc1ccc(C(=O)O)cn1, Cl, NC1CCC(CCN2CCC(c3cccc4c3OCO4)CC2)CC1. Yields the product Cc1ccc(C(=O)NC2CCC(CCN3CCC(c4cccc5c4OCO5)CC3)CC2)cn1. Reaction SMILES: [CH3:26][c:27]1[n:28][cH:29][c:30]([C:31](=[O:32])[OH:33])[cH:34][cH:35]1.[ClH:1].[O:2]1[CH2:3][O:4][c:5]2[c:6]1[cH:7][cH:8][cH:9][c:10]2[CH:11]1[CH2:12][CH2:13][N:14]([CH2:17][CH2:18][CH:19]2[CH2:20][CH2:21][CH:22]([NH2:25])[CH2:23][CH2:24]2)[CH2:15][CH2:16]1>>[O:2]1[CH2:3][O:4][c:5]2[c:6]1[cH:7][cH:8][cH:9][c:10]2[CH:11]1[CH2:12][CH2:13][N:14]([CH2:17][CH2:18][CH:19]2[CH2:20][CH2:21][CH:22]([NH:25][C:31]([c:30]3[cH:29][n:28][c:27]([CH3:26])[cH:35][cH:34]3)=[O:32])[CH2:23][CH2:24]2)[CH2:15][CH2:16]1. Starting materials: [OH-].[Na+] (sodium hydroxide), C(C)OC(=O)[C@H]1CN(CCC1)CCOCCN(CC(C)C)C1=C(C=C(C=C1)F)Cl ((R)-1-(2-(2-(N-(2-chloro-4-fluorophenyl)-N-(2-methyl-1-propyl)amino)ethoxy)ethyl)-3-piperidinecarboxylic acid ethyl ester), Cl (hydrochloric acid). Solvent: C(C)O (ethanol). Product: Cl.ClC1=C(C=CC(=C1)F)N(CC(C)C)CCOCCN1C[C@@H](CCC1)C(=O)O ((R)-1-(2-(2-(N-(2-Chloro-4-fluorophenyl)-N-(2-methyl-1-propyl)amino)-ethoxy)ethyl)-3-piperidinecarboxylic acid hydrochloride). As a reaction SMILES: C([O:3][C:4]([C@@H:6]1[CH2:11][CH2:10][CH2:9][N:8]([CH2:12][CH2:13][O:14][CH2:15][CH2:16][N:17]([C:22]2[CH:27]=[CH:26][C:25]([F:28])=[CH:24][C:23]=2[Cl:29])[CH2:18][CH:19]([CH3:21])[CH3:20])[CH2:7]1)=[O:5])C.[OH-].[Na+].Cl>C(O)C>[ClH:29].[Cl:29][C:23]1[CH:24]=[C:25]([F:28])[CH:26]=[CH:27][C:22]=1[N:17]([CH2:16][CH2:15][O:14][CH2:13][CH2:12][N:8]1[CH2:9][CH2:10][CH2:11][C@@H:6]([C:4]([OH:5])=[O:3])[CH2:7]1)[CH2:18][CH:19]([CH3:21])[CH3:20] |f:1.2,5.6|. Procedure: The above ester (13.1 g, 31 mmol) was dissolved in ethanol (50 ml), 2N sodium hydroxide (50 ml) was added and the mixture was heated at reflux for 1 h. After cooling to ambient temperature pH was adjusted to 0 with concentrated hydrochloric acid. The resulting mixture was washed with dichloromethane (2×100 ml) and pH in the aqueous phase was adjusted to 2.5 with 1N sodium hydroxide. The mixture was extracted with dichloromethane (100 ml) and the solvent was evaporated from the organic phase in v... Reactants: Clc1ncnc2[nH]c(Br)cc12, CCN(C(C)C)C(C)C, C1COCCO1, Oc1cccc(O)c1. The product is Oc1cccc(Oc2ncnc3[nH]c(Br)cc23)c1. Reaction SMILES: [Br:1][c:2]1[cH:3][c:4]2[c:5]([n:6][cH:7][n:8][c:9]2[Cl:10])[nH:11]1.[CH:20]([N:21]([CH:22]([CH3:23])[CH3:24])[CH2:25][CH3:26])([CH3:27])[CH3:28].[O:29]1[CH2:30][CH2:31][O:32][CH2:33][CH2:34]1.[OH:12][c:13]1[cH:14][cH:15][cH:16][c:17]([OH:18])[cH:19]1>>[Br:1][c:2]1[cH:3][c:4]2[c:5]([n:6][cH:7][n:8][c:9]2[O:12][c:13]2[cH:14][cH:15][cH:16][c:17]([OH:18])[cH:19]2)[nH:11]1.